Task: describe an organic reaction: reactants, conditions, products, and yield. Dataset: the Open Reaction Database (ORD), a public repository of structured organic reaction records Reactants: C1(=C(C=CC=C1)CC(=O)O)C (o-tolylacetic acid), S(=O)(Cl)Cl (thionyl chloride). Product: CC1=C(C=CC=C1)CC(=O)Cl (2-Methylphenylacetyl chloride). Reaction SMILES: [C:1]1([CH3:11])[CH:6]=[CH:5][CH:4]=[CH:3][C:2]=1[CH2:7][C:8](O)=[O:9].S(Cl)([Cl:14])=O>>[CH3:11][C:1]1[CH:6]=[CH:5][CH:4]=[CH:3][C:2]=1[CH2:7][C:8]([Cl:14])=[O:9]. Procedure details: A solution of 2.0 g of o-tolylacetic acid in 27 ml of thionyl chloride is heated at reflux for 1 hour. The volatiles are evaporated in vacuo to give a residue which is concentrated from toluene three times and dried under vacuum to give 2.1 g of the desired product as a light brown oil.